From a dataset of the Open Reaction Database (ORD), a public repository of structured organic reaction records. describe an organic reaction: reactants, conditions, products, and yield The reactants are C[O-], CO, CC1(N2CCN(S(=O)(=O)c3ccc4c(c3Cl)CCN4C(=O)C(F)(F)F)CC2)CC1, [Na+]. Yields the product CC1(N2CCN(S(=O)(=O)c3ccc4c(c3Cl)CCN4)CC2)CC1. As a reaction SMILES: [CH3:30][O-:31].[CH3:33][OH:34].[Cl:1][c:2]1[c:3]2[c:7]([cH:8][cH:9][c:10]1[S:11](=[O:12])(=[O:13])[N:14]1[CH2:15][CH2:16][N:17]([C:20]3([CH3:23])[CH2:21][CH2:22]3)[CH2:18][CH2:19]1)[N:6]([C:24](=[O:25])[C:26]([F:27])([F:28])[F:29])[CH2:5][CH2:4]2.[Na+:32]>>[Cl:1][c:2]1[c:3]2[c:7]([cH:8][cH:9][c:10]1[S:11](=[O:12])(=[O:13])[N:14]1[CH2:15][CH2:16][N:17]([C:20]3([CH3:23])[CH2:21][CH2:22]3)[CH2:18][CH2:19]1)[NH:6][CH2:5][CH2:4]2.